This data is from the Open Reaction Database (ORD), a public repository of structured organic reaction records. The task is: describe an organic reaction: reactants, conditions, products, and yield Starting materials: C(C)OC(=O)C=1C(C=2C=C3C(=NC2N(C1)C)C=C(C(=C3)F)F)=O (3-ethoxycarbonyl-7,8-difluoro-1-methyl-4-oxo-1,4-dihydrobenzo[b][1,8]-naphthyridine), Cl (hydrochloric acid). Run in C(C)(=O)O (acetic acid). Reaction conditions: temperature 100 celsius, time 1 hour. The product is FC1=CC=2C(=NC=3N(C=C(C(C3C2)=O)C(=O)O)C)C=C1F (7,8-difluoro-1-methyl-4-oxo-1,4-dihydrobenzo[b][1,8]naphthyridine-3 -carboxylic acid). Yield: 88.3%. Reaction SMILES: C([O:3][C:4]([C:6]1[C:7](=[O:23])[C:8]2[CH:9]=[C:10]3[CH:20]=[C:19]([F:21])[C:18]([F:22])=[CH:17][C:11]3=[N:12][C:13]=2[N:14]([CH3:16])[CH:15]=1)=[O:5])C.Cl>C(O)(=O)C>[F:21][C:19]1[C:18]([F:22])=[CH:17][C:11]2=[N:12][C:13]3[N:14]([CH3:16])[CH:15]=[C:6]([C:4]([OH:5])=[O:3])[C:7](=[O:23])[C:8]=3[CH:9]=[C:10]2[CH:20]=1. Reported procedure: A suspension of 3-ethoxycarbonyl-7,8-difluoro-1-methyl-4-oxo-1,4-dihydrobenzo[b][1,8]-naphthyridine (8 g) in 17.5% strength aqueous hydrochloric acid solution (80 cc) and acetic acid (80 cc) is heated with stirring to a temperature in the region of 100° C. for 1 hour and a half. After cooling to approximately 20° C., the solid is drained and washed with water (6×100 cc). After 1 recrystallization in dimethylformamide (160 cc), 7,8-difluoro-1-methyl-4-oxo-1,4-dihydrobenzo[b][1,8]naphthyridine-3 -... The reactants are ClC1=C(C(=C2NC(C(NC2=C1)=O)=O)[N+](=O)[O-])F (7-Chloro-6-fluoro-5-nitroquinoxaline-2(1H),3(4H)dione), C[O-].[Na+] (sodium methoxide). Reagents/catalysts: Cl (HCl). Solvent: O (water), CS(=O)C (DMSO). Conditions: time 8 hour. Product: ClC1=C(C(=C2NC(C(NC2=C1)=O)=O)[N+](=O)[O-])OC (7-Chloro-6-methoxy-5-nitro-1,4-dihydroquinoxaline-2,3-dione). As a reaction SMILES: [Cl:1][C:2]1[CH:11]=[C:10]2[C:5]([NH:6][C:7](=[O:13])[C:8](=[O:12])[NH:9]2)=[C:4]([N+:14]([O-:16])=[O:15])[C:3]=1F.[CH3:18][O-:19].[Na+]>CS(C)=O.O.Cl>[Cl:1][C:2]1[CH:11]=[C:10]2[C:5]([NH:6][C:7](=[O:13])[C:8](=[O:12])[NH:9]2)=[C:4]([N+:14]([O-:16])=[O:15])[C:3]=1[O:19][CH3:18] |f:1.2|. Procedure details: To a stirred solution of 7-Chloro-6-fluoro-5-nitroquinoxaline-2(1H),3(4H)dione (0.100 g, 0.385 mmol, as prepared above) in DMSO (1.0 mL) at room temperature, sodium methoxide (0.125 g, 2.31 mmol, Mallinckrodt) was added in one port. The resulting dark red solution was stirred overnight at room temperate. It was then diluted with water (5.0 mL) and acidified with concentrated HCl (6 drops) to pH ˜2. The precipitated solid was filtered, washed with water (5.0 mL), and dried under vacuum to obtain ... Starting materials: CN(C)P(=O)(N(C)C)N(C)C, [Cl-], COC(=O)c1ncn2c1CN=C(c1ccccc1Cl)c1cc(Cl)ccc1-2, [Li+]. Yields the product CN(C)C(=O)c1ncn2c1CN=C(c1ccccc1Cl)c1cc(Cl)ccc1-2. Reaction SMILES: [CH3:29][N:30]([P:31](=[O:32])([N:33]([CH3:34])[CH3:35])[N:36]([CH3:37])[CH3:38])[CH3:39].[Cl-:28].[Cl:1][c:2]1[cH:3][cH:4][c:5]2[c:6]([cH:26]1)[C:7]([c:19]1[c:20]([Cl:25])[cH:21][cH:22][cH:23][cH:24]1)=[N:8][CH2:9][c:10]1[n:11]-2[cH:12][n:13][c:14]1[C:15](=[O:16])[O:17][CH3:18].[Li+:27]>>[Cl:1][c:2]1[cH:3][cH:4][c:5]2[c:6]([cH:26]1)[C:7]([c:19]1[c:20]([Cl:25])[cH:21][cH:22][cH:23][cH:24]1)=[N:8][CH2:9][c:10]1[n:11]-2[cH:12][n:13][c:14]1[C:15](=[O:16])[N:30]([CH3:29])[CH3:39].